Dataset: the Open Reaction Database (ORD), a public repository of structured organic reaction records. Task: describe an organic reaction: reactants, conditions, products, and yield Reactants: C(CC)C1=NC2=C(N1CC1=CC=C(C=C1)C=1C(=CC=CC1)C(=O)OC(C)(C)C)C=C(C=C2C)C=2N=CN(C2)C(CCC)CCC (tert.butyl 4'-[(2-n-propyl-4-methyl-6-(1-(1-n-propyl-n-butyl)-imidazol-4-yl)-benzimidazol-1-yl)-methyl]-biphenyl-2-carboxylate), FC(C(=O)O)(F)F (trifluoroacetic acid). Solvent: C(Cl)Cl (methylene chloride). Yields the product C(CC)C1=NC2=C(N1CC1=CC=C(C=C1)C=1C(=CC=CC1)C(=O)O)C=C(C=C2C)C=2N=CN(C2)C(CCC)CCC (4'-[(2-n-Propyl-4-methyl-6-(1-(1-n-propyl-n-butyl)-imidazol-4-yl)-benzimidazol-1-yl)-methyl]-biphenyl-2-carboxylic Acid). As a reaction SMILES: [CH2:1]([C:4]1[N:8]([CH2:9][C:10]2[CH:15]=[CH:14][C:13]([C:16]3[C:17]([C:22]([O:24]C(C)(C)C)=[O:23])=[CH:18][CH:19]=[CH:20][CH:21]=3)=[CH:12][CH:11]=2)[C:7]2[CH:29]=[C:30]([C:34]3[N:35]=[CH:36][N:37]([CH:39]([CH2:43][CH2:44][CH3:45])[CH2:40][CH2:41][CH3:42])[CH:38]=3)[CH:31]=[C:32]([CH3:33])[C:6]=2[N:5]=1)[CH2:2][CH3:3].FC(F)(F)C(O)=O>C(Cl)Cl>[CH2:1]([C:4]1[N:8]([CH2:9][C:10]2[CH:15]=[CH:14][C:13]([C:16]3[C:17]([C:22]([OH:24])=[O:23])=[CH:18][CH:19]=[CH:20][CH:21]=3)=[CH:12][CH:11]=2)[C:7]2[CH:29]=[C:30]([C:34]3[N:35]=[CH:36][N:37]([CH:39]([CH2:43][CH2:44][CH3:45])[CH2:40][CH2:41][CH3:42])[CH:38]=3)[CH:31]=[C:32]([CH3:33])[C:6]=2[N:5]=1)[CH2:2][CH3:3]. Procedure details: Prepared analogously to Example 88 from tert.butyl 4'-[(2-n-propyl-4-methyl-6-(1-(1-n-propyl-n-butyl)-imidazol-4-yl)-benzimidazol-1-yl)-methyl]-biphenyl-2-carboxylate and trifluoroacetic acid in methylene chloride.